This data is from the Open Reaction Database (ORD), a public repository of structured organic reaction records. The task is: describe an organic reaction: reactants, conditions, products, and yield Starting materials: COC(C(=CC=1C=C2C=NNC2=C(C1)Cl)NC(=O)OCC1=CC=CC=C1)=O (2-benzyloxycarbonylamino-3-(7-chloro-1H-indazol-5-yl)-acrylic acid methyl ester), FC(C(=O)O)(F)F (trifluoroacetic acid). The solvent is CO (methanol). Run at time 4 day. Yields the product COC(C(CC=1C=C2C=NNC2=C(C1)Cl)N)=O ((±)-2-Amino-3-(7-chloro-1H-indazol-5-yl)-propionic acid methyl ester). RXN SMILES: [CH3:1][O:2][C:3](=[O:27])[C:4]([NH:16]C(OCC1C=CC=CC=1)=O)=[CH:5][C:6]1[CH:7]=[C:8]2[C:12](=[C:13]([Cl:15])[CH:14]=1)[NH:11][N:10]=[CH:9]2.FC(F)(F)C(O)=O>CO>[CH3:1][O:2][C:3](=[O:27])[CH:4]([NH2:16])[CH2:5][C:6]1[CH:7]=[C:8]2[C:12](=[C:13]([Cl:15])[CH:14]=1)[NH:11][N:10]=[CH:9]2. Reported procedure: A solution of 2-benzyloxycarbonylamino-3-(7-chloro-1H-indazol-5-yl)-acrylic acid methyl ester (300 mg, 0.78 mmol) in methanol (10 mL) was treated with trifluoroacetic acid (0.2 mL), flushed with nitrogen, and treated with 10% palladium on charcoal (30 mg). The flask was flushed with hydrogen and allowed to stir under an atmosphere of hydrogen. After 4 days, all starting material had been consumed. The reaction was flushed with nitrogen, filtered through celite, and concentrated. Column chromatog... Reactants: COC(/C(=N/OCC(C)C)/C1=CC(=C(C=C1)S(=O)(=O)C)Cl)=O ((E)-(3-Chloro-4-methanesulfonyl-phenyl)-isobutoxyimino-acetic acid methyl ester), aqueous solution, [OH-].[Li+] (lithium hydroxide). Run in CO (methanol). Conditions: temperature 0 celsius, time 25 minute. Yields the product ClC=1C=C(C=CC1S(=O)(=O)C)\C(\C(=O)O)=N/OCC(C)C ((E)-(3-chloro-4-methanesulfonyl-phenyl)-isobutoxyimino-acetic acid), semi-solid. Yield: 100.0%. Reaction SMILES: C[O:2][C:3](=[O:22])/[C:4](/[C:11]1[CH:16]=[CH:15][C:14]([S:17]([CH3:20])(=[O:19])=[O:18])=[C:13]([Cl:21])[CH:12]=1)=[N:5]/[O:6][CH2:7][CH:8]([CH3:10])[CH3:9].[OH-].[Li+]>CO>[Cl:21][C:13]1[CH:12]=[C:11](/[C:4](=[N:5]\[O:6][CH2:7][CH:8]([CH3:10])[CH3:9])/[C:3]([OH:22])=[O:2])[CH:16]=[CH:15][C:14]=1[S:17]([CH3:20])(=[O:19])=[O:18] |f:1.2|. Procedure: (E)-(3-Chloro-4-methanesulfonyl-phenyl)-isobutoxyimino-acetic acid methyl ester (326 mg, 0.94 mmol) was dissolved in methanol (9.4 mL) and cooled to 0° C. A 2.0 N aqueous solution of lithium hydroxide (1.41 mL, 2.82 mmol) was added dropwise and the cooling bath was removed. After stirring 25 min, the reaction mixture was diluted with chloroform (175 mL) and washed with 0.2 M aqueous potassium bisulfate solution (50 mL). The aqueous phase was extracted with chloroform (75 mL) and the combined org... The reactants are O (water), O(C1=CC=CC=C1)C1=CC=C(C=C1)O (p-phenoxyphenol), C([O-])([O-])=O.[K+].[K+] (potassium carbonate), ClC=1N(C=NN1)CCl (2-chloro-1-chloromethyl-1,3,4-triazole). The solvent is CN(C=O)C (dimethylformamide). Conditions: temperature 20 celsius, time 8 hour. Product: ClC=1N(C=NN1)COC1=CC=C(C=C1)OC1=CC=CC=C1 (2-chloro-1-[(p-phenoxyphenoxy)-methyl]-1,3,4-triazole). The yield is 30.9%. Reaction SMILES: [O:1]([C:8]1[CH:13]=[CH:12][C:11]([OH:14])=[CH:10][CH:9]=1)[C:2]1[CH:7]=[CH:6][CH:5]=[CH:4][CH:3]=1.C(=O)([O-])[O-].[K+].[K+].[Cl:21][C:22]1[N:23]([CH2:27]Cl)[CH:24]=[N:25][N:26]=1.O>CN(C)C=O>[Cl:21][C:22]1[N:23]([CH2:27][O:14][C:11]2[CH:10]=[CH:9][C:8]([O:1][C:2]3[CH:7]=[CH:6][CH:5]=[CH:4][CH:3]=3)=[CH:13][CH:12]=2)[CH:24]=[N:25][N:26]=1 |f:1.2.3|. Procedure: 5.6 g of p-phenoxyphenol and 4.2 g of potassium carbonate are heated for 1 hour at 70° C. in 50 ml of anhydrous dimethylformamide. Subsequently, 5.6 g of 2-chloro-1-chloromethyl-1,3,4-triazole is added and the mixture stirred for 6 hours at 70° C. and overnight at room temperature (about 20° C.). The mixture is then poured into 500 ml of water and extracted three times with ethyl acetate. The combined organic phases are dried over magnesium sulfate and concentrated. The residue is purified by ch... Starting materials: CC(C(=O)OC)C1=NSC2=C1C=CC=C2 (Methyl α-methyl-1,2-benzisothiazole-3-acetate), [N+](=O)(O)[O-] (nitric acid), ether hexanes. Run at time 8 hour. Product: CC(C(=O)OC)C1=NSC2=C1C=C(C=C2)[N+](=O)[O-] (Methyl α-methyl-5-nitro-1,2-benzisothiazole-3-acetate). RXN SMILES: [CH3:1][CH:2]([C:7]1[C:11]2[CH:12]=[CH:13][CH:14]=[CH:15][C:10]=2[S:9][N:8]=1)[C:3]([O:5][CH3:6])=[O:4].[N+:16]([O-])([OH:18])=[O:17]>>[CH3:1][CH:2]([C:7]1[C:11]2[CH:12]=[C:13]([N+:16]([O-:18])=[O:17])[CH:14]=[CH:15][C:10]=2[S:9][N:8]=1)[C:3]([O:5][CH3:6])=[O:4]. Procedure details: Methyl α-methyl-1,2-benzisothiazole-3-acetate (15.96 g, 72.13 mmol) is added dropwise to nitric acid (90%, 100 mL) while maintaining the reaction mixture temperature below 5° C. The reaction mixture is stirred overnight, poured onto ice and extracted with methylene chloride. The organic extracts are combined, washed sequentially with water, saturated sodium hydrogen carbonate solution and brine, dried over anhydrous sodium sulfate and concentrated in vacuo to obtain an orange oil. Column chromat...